Dataset: the Open Reaction Database (ORD), a public repository of structured organic reaction records. Task: describe an organic reaction: reactants, conditions, products, and yield Starting materials: NCCC1=C(C=CC=C1)CO (1-Amino-2-(2-hydroxymethylphenyl)ethane), C(CC(C)C)(=O)Cl (isovaleryl chloride), C1(=CC=CC=C1)C1=NCCC2=C(C=CC=C12)Cl (1-Phenyl-5-chloro-3,4-dihydroisoquinoline). The product is C(CC(C)C)(=O)NCCC1=C(C=CC=C1)CO (1-isovalerylamino-2-(2-hydroxymethylphenyl)ethane). Reaction SMILES: [NH2:1][CH2:2][CH2:3][C:4]1[CH:9]=[CH:8][CH:7]=[CH:6][C:5]=1[CH2:10][OH:11].[C:12](Cl)(=[O:17])[CH2:13][CH:14]([CH3:16])[CH3:15].C1(C2C3C(=C(Cl)C=CC=3)CCN=2)C=CC=CC=1>>[C:12]([NH:1][CH2:2][CH2:3][C:4]1[CH:9]=[CH:8][CH:7]=[CH:6][C:5]=1[CH2:10][OH:11])(=[O:17])[CH2:13][CH:14]([CH3:16])[CH3:15]. Procedure details: 1-Amino-2-(2-hydroxymethylphenyl)ethane and isovaleryl chloride were successively reacted in the same way as in steps (b) and (c) of Example 12 to afford 1-isovalerylamino-2-(2-hydroxymethylphenyl)ethane. The product was successively reacted in the same way as in steps (d), (e), (f), and (g) of Example 12 to afford 1-isobutylisoquinoline-5-acetonitrile as an oil. The reactants are CC(C)(OC(=O)N[C@H](C(=O)OCC)CC1=CC=C(C=C1)Br)C (ethyl (αS)-α-[[(1,1-dimethylethoxy)carbonyl]amino]-4-bromobenzene propanoate), C(C)OCC1=CC(=C(C(=C1)OC)B(O)O)OC (4-ethoxymethyl-2,6-dimethoxyphenylboronic acid), C1(=CC=CC=C1)P(C1=CC=CC=C1)C1=CC=CC=C1 (triphenylphosphine), C([O-])([O-])=O.[K+].[K+] (potassium carbonate). Reagents/catalysts: C(C)(=O)[O-].[Pd+2].C(C)(=O)[O-] (palladium acetate). Solvent: O (water), CN1C(CCC1)=O (N-methylpyrrolidone). Run at temperature 80 celsius, time 50 minute. The product is CC(C)(OC(=O)N[C@H](C(=O)OCC)CC1=CC=C(C=C1)C1=C(C=C(C=C1OC)COCC)OC)C (ethyl (αS)-α-[[(1,1-dimethylethoxy)carbonyl]amino]-4′-ethoxymethyl-2′,6′-dimethoxy(1,1′-biphenyl)-4-propionate). Isolated yield 139.4%. RXN SMILES: [CH3:1][C:2]([CH3:22])([O:4][C:5]([NH:7][C@@H:8]([CH2:14][C:15]1[CH:20]=[CH:19][C:18](Br)=[CH:17][CH:16]=1)[C:9]([O:11][CH2:12][CH3:13])=[O:10])=[O:6])[CH3:3].[CH2:23]([O:25][CH2:26][C:27]1[CH:32]=[C:31]([O:33][CH3:34])[C:30](B(O)O)=[C:29]([O:38][CH3:39])[CH:28]=1)[CH3:24].C1(P(C2C=CC=CC=2)C2C=CC=CC=2)C=CC=CC=1.C(=O)([O-])[O-].[K+].[K+]>C([O-])(=O)C.[Pd+2].C([O-])(=O)C.O.CN1CCCC1=O>[CH3:1][C:2]([CH3:22])([O:4][C:5]([NH:7][C@@H:8]([CH2:14][C:15]1[CH:20]=[CH:19][C:18]([C:30]2[C:29]([O:38][CH3:39])=[CH:28][C:27]([CH2:26][O:25][CH2:23][CH3:24])=[CH:32][C:31]=2[O:33][CH3:34])=[CH:17][CH:16]=1)[C:9]([O:11][CH2:12][CH3:13])=[O:10])=[O:6])[CH3:3] |f:3.4.5,6.7.8|. Reported procedure: Under nitrogen atmosphere, a mixture of ethyl (αS)-α-[[(1,1-dimethylethoxy)carbonyl]amino]-4-bromobenzene propanoate (11.17 g), 4-ethoxymethyl-2,6-dimethoxyphenylboronic acid (10.80 g), palladium acetate (0.34 g), triphenylphosphine (1.57 g), anhydrous potassium carbonate (12.44 g), N-methylpyrrolidone (56 ml) and water (11 ml) was stirred for 50 minutes at 80° C. After completion of the reaction, the mixture was cooled to room temperature and extracted with ethyl acetate and water. The organic ... The reactants are C(C)OC=1C(=NS(N1)(=O)=O)N[C@H]1[C@@H](C(OC2=CC=C(C=C12)OC(F)(F)F)(C)C)O ((-)-(3S, 4R)-4-(4-Ethoxy-1,1-dioxo-[1,2,5]thiadiazol-3-ylamino)-2,2-dimethyl-6-trifluoromethoxy-chroman-3-ol), N1CCCC1 (pyrrolidine). The product is CC1(OC2=CC=C(C=C2[C@H]([C@@H]1O)NC1=NS(N=C1N1CCCC1)(=O)=O)OC(F)(F)F)C ((-)-(3S,4R)-2,2-Dimethyl-4-(4-pyrrolidino-1,1-dioxo-[1,2,5]thiadiazol-3-ylamino)-6-(trifluoromethoxy)-chroman-3-ol). Reaction SMILES: C(O[C:4]1[C:5]([NH:11][C@@H:12]2[C:21]3[C:16](=[CH:17][CH:18]=[C:19]([O:22][C:23]([F:26])([F:25])[F:24])[CH:20]=3)[O:15][C:14]([CH3:28])([CH3:27])[C@H:13]2[OH:29])=[N:6][S:7](=[O:10])(=[O:9])[N:8]=1)C.[NH:30]1[CH2:34][CH2:33][CH2:32][CH2:31]1>>[CH3:27][C:14]1([CH3:28])[C@@H:13]([OH:29])[C@H:12]([NH:11][C:5]2[C:4]([N:30]3[CH2:34][CH2:33][CH2:32][CH2:31]3)=[N:8][S:7](=[O:10])(=[O:9])[N:6]=2)[C:21]2[C:16](=[CH:17][CH:18]=[C:19]([O:22][C:23]([F:25])([F:26])[F:24])[CH:20]=2)[O:15]1. Reported procedure: In a method similar to Example 5, the product of Example 1, Step 2 (0.218 g, 0.500 mmol) was converted to the title compound with pyrrolidine (0.053 g, 0.780 mmol) in 1 hour to give 0.34 g of product which was purified by flash column (3:2 hexane/ethyl acetate) to afford 0.17 (74%) of white solid after recrystallization: mp 243°-245° C.; 1H NMR (DMSO-D6): δ 7.74 (d, 1H), 7.29 (d, 1H), 7.18 (dd, 1H), 6.89 (d, 1H), 5.81 (d, 1H), 4.94 (t, 1H), 4.00 (m, 1H), 3.87 (m, 2H), 3.57 (m, 2H), 2.10-1.90 (m,... The reactants are O=[Ag-], O=[N+]([O-])c1ccc(F)c(CBr)c1, CO, Cc1ccccc1. Product: COCc1cc([N+](=O)[O-])ccc1F. RXN SMILES: [Ag-:22]=[O:23].[Br:1][CH2:2][c:3]1[c:4]([F:12])[cH:5][cH:6][c:7]([N+:9](=[O:10])[O-:11])[cH:8]1.[CH3:13][OH:14].[CH3:15][c:16]1[cH:17][cH:18][cH:19][cH:20][cH:21]1>>[CH2:2]([c:3]1[c:4]([F:12])[cH:5][cH:6][c:7]([N+:9](=[O:10])[O-:11])[cH:8]1)[O:14][CH3:13]. Reactants: C(C=C)ON(S(=O)(=O)C1=C(C=CC=C1)[N+](=O)[O-])[C@@H]1C(=C[C@H](N(C1)C(=O)OC(C)(C)C)C(=O)O)C ((2S,5R)-5-(N-(allyloxy)-2-nitrophenylsulfonamido)-1-(tert-butoxycarbonyl)-4-methyl-1,2,5,6-tetrahydropyridine-2-carboxylic acid), C(C=C)ON(S(=O)(=O)C1=C(C=CC=C1)[N+](=O)[O-])[C@@H]1C=C([C@H](N(C1)C(=O)OC(C)(C)C)CO)CC ((2S,5R)-tert-butyl 5-(N-(allyloxy)-2-nitrophenylsulfonamido)-3-ethyl-2-(hydroxymethyl)-5,6-dihydropyridine-1(2H)-carboxylate), C(C=C)ON(S(=O)(=O)C1=C(C=CC=C1)[N+](=O)[O-])[C@@H]1C=C([C@H](N(C1)C(=O)OC(C)(C)C)CO)CC ((2S,5R)-tert-butyl 5-(N-(allyloxy)-2-nitrophenylsulfonamido)-3-ethyl-2-(hydroxymethyl)-5,6-dihydropyridine-1(2H)-carboxylate). Product: C(C=C)ON(S(=O)(=O)C1=C(C=CC=C1)[N+](=O)[O-])[C@@H]1C=C([C@H](N(C1)C(=O)OC(C)(C)C)C(=O)O)CC ((2S,5R)-5-(N-(allyloxy)-2-nitrophenylsulfonamido)-1-(tert-butoxycarbonyl)-3-ethyl-1,2,5,6-tetrahydropyridine-2-carboxylic acid), foam. Isolated yield 78.0%. As a reaction SMILES: [CH2:1]([O:4][N:5]([C@H:18]1[CH2:23][N:22]([C:24]([O:26][C:27]([CH3:30])([CH3:29])[CH3:28])=[O:25])[C@H:21]([CH2:31][OH:32])[C:20]([CH2:33][CH3:34])=[CH:19]1)[S:6]([C:9]1[CH:14]=[CH:13][CH:12]=[CH:11][C:10]=1[N+:15]([O-:17])=[O:16])(=[O:8])=[O:7])[CH:2]=[CH2:3].C([O:38]N([C@H]1CN(C(OC(C)(C)C)=O)[C@H](C(O)=O)C=C1C)S(C1C=CC=CC=1[N+]([O-])=O)(=O)=O)C=C>>[CH2:1]([O:4][N:5]([C@H:18]1[CH2:23][N:22]([C:24]([O:26][C:27]([CH3:28])([CH3:29])[CH3:30])=[O:25])[C@H:21]([C:31]([OH:38])=[O:32])[C:20]([CH2:33][CH3:34])=[CH:19]1)[S:6]([C:9]1[CH:14]=[CH:13][CH:12]=[CH:11][C:10]=1[N+:15]([O-:17])=[O:16])(=[O:8])=[O:7])[CH:2]=[CH2:3]. Procedure: The title compound was prepared from (2S,5R)-tert-butyl 5-(N-(allyloxy)-2-nitrophenylsulfonamido)-3-ethyl-2-(hydroxymethyl)-5,6-dihydropyridine-1(2H)-carboxylate (Intermediate 210, 2.35 g, 4.72 mmol) following the procedure described for Intermediate 19. The title compound was obtained as a tan foam (1.89 g, 78%). Starting materials: COC=1C=C2C=CNC2=CC1C(F)(F)F (5-Methoxy-6-trifluoromethylindole), C(#N)[BH3-].[Na+] (sodium cyanoborohydride), [OH-].[Na+] (NaOH). Solvent: O (water), C(C)(=O)O (acetic acid). The product is COC=1C=C2CCNC2=CC1C(F)(F)F (5Methoxy-6trifluoromethylindoline). Yield: 99.0%. Reaction SMILES: [CH3:1][O:2][C:3]1[CH:4]=[C:5]2[C:9](=[CH:10][C:11]=1[C:12]([F:15])([F:14])[F:13])[NH:8][CH:7]=[CH:6]2.C([BH3-])#N.[Na+].[OH-].[Na+]>C(O)(=O)C.O>[CH3:1][O:2][C:3]1[CH:4]=[C:5]2[C:9](=[CH:10][C:11]=1[C:12]([F:15])([F:13])[F:14])[NH:8][CH2:7][CH2:6]2 |f:1.2,3.4|. Reported procedure: 5 The indole (D8) (67.63 g, 0.315 mol) in glacial acetic acid (500 ml) was treated with sodium cyanoborohydride (40 g, 0.637 mol) at room temperature with stirring. After 3 h at room temperature the reaction mixture was diluted with water (500 ml) and basified with 40% aqueous NaOH with cooling. The mixture was then extracted with dichloromethane (3×500 ml) and the combined extracts were dried (Na2SO4) and evaporated to give the title compound (67.73 g, 99%) as an off-white solid. Starting materials: 3-[1-(2S-Amino-3-methylbutyl)-3R,4R-dimethyl-4-piperidinyl]phenol, C(=O)(C(F)(F)F)O (TFA), C1NC(CC2=CC=CC=C12)C(=O)O (1,2,3,4-tetrahydroisoquinoline-3-carboxylic acid), OC1=CC=C2C[C@H](NCC2=C1)C(=O)N[C@@H](C(C)C)CN1C[C@@H]([C@](CC1)(C)C1=CC(=CC=C1)O)C ((3S)-7-Hydroxy-N-((1S)-1-{[(3R,4R)-4-(3-hydroxyphenyl)-3,4-dimethyl-1-piperidinyl]methyl}-2-methylpropyl)-1,2,3,4-tetrahydro-3-isoquinolinecarboxamide). Product: OC=1C=C(C=CC1)[C@]1([C@H](CN(CC1)C[C@H](C(C)C)NC(=O)[C@@H]1NCC2=CC=CC=C2C1)C)C ((3R)-N-((1S)-1-{[(3R,4R)-4-(3-Hydroxyphenyl)-3,4-dimethyl-1-piperidinyl]methyl}-2-methylpropyl)-1,2,3,4-tetrahydro-3-isoquinolinecarboxamide). RXN SMILES: C1C2C(=CC=CC=2)CC(C(O)=O)N1.O[C:15]1[CH:24]=[C:23]2[C:18]([CH2:19][C@@H:20]([C:25]([NH:27][C@H:28]([CH2:32][N:33]3[CH2:38][CH2:37][C@:36]([C:40]4[CH:45]=[CH:44][CH:43]=[C:42]([OH:46])[CH:41]=4)([CH3:39])[C@@H:35]([CH3:47])[CH2:34]3)[CH:29]([CH3:31])[CH3:30])=[O:26])[NH:21][CH2:22]2)=[CH:17][CH:16]=1.C(O)(C(F)(F)F)=O>>[OH:46][C:42]1[CH:41]=[C:40]([C@:36]2([CH3:39])[CH2:37][CH2:38][N:33]([CH2:32][C@@H:28]([NH:27][C:25]([C@H:20]3[CH2:19][C:18]4[C:23](=[CH:24][CH:15]=[CH:16][CH:17]=4)[CH2:22][NH:21]3)=[O:26])[CH:29]([CH3:31])[CH3:30])[CH2:34][C@@H:35]2[CH3:47])[CH:45]=[CH:44][CH:43]=1. Reported procedure: 3-[1-(2S-Amino-3-methylbutyl)-3R,4R-dimethyl-4-piperidinyl]phenol (23) was coupled to 1,2,3,4-tetrahydroisoquinoline-3-carboxylic acid as described for compound 15 and de-protected with TFA as previously described to give crude product which was purified by silica preparative thin layer chromatography (50% (CHCl3:MeOH:NH4OH, 80:18:2) in CHCl3, yielding 0.028 g (3R)-N-((1S)-1-{[(3R,4R)-4-(3-hydroxyphenyl)-3,4-dimethyl-1-piperidinyl]methyl}-2-methylpropyl)-1,2,3,4-tetrahydro-3-isoquinolinecarboxam...